This data is from the Open Reaction Database (ORD), a public repository of structured organic reaction records. The task is: describe an organic reaction: reactants, conditions, products, and yield Starting materials: C(CC\C=C\CCCCC)O (trans-dec-4-en-1-ol), C1(=CC=CC=C1)P(C1=CC=CC=C1)C1=CC=CC=C1 (triphenylphosphine), C1CC(=O)N(C1=O)Br (NBS). Run in CN(C)C=O (DMF). Reaction conditions: temperature 0 celsius, time 30 minute. Yields the product BrCCC\C=C\CCCCC (trans-1-bromo-dec-4-ene). The yield is 75.0%. As a reaction SMILES: [CH2:1](O)[CH2:2][CH2:3]/[CH:4]=[CH:5]/[CH2:6][CH2:7][CH2:8][CH2:9][CH3:10].C1(P(C2C=CC=CC=2)C2C=CC=CC=2)C=CC=CC=1.C1C(=O)N([Br:38])C(=O)C1>CN(C=O)C>[Br:38][CH2:1][CH2:2][CH2:3]/[CH:4]=[CH:5]/[CH2:6][CH2:7][CH2:8][CH2:9][CH3:10]. Procedure: To a solution of trans-dec-4-en-1-ol (1.52 g, 9.74 mmol) in DMF (25 mL) was added triphenylphosphine (2.81 g, 10.7 mmol). The solution was cooled to 0° C. and NBS (1.85 g, 10.4 mmol) was added in portions. After stirring for 30 min at room temperature, the reaction was quenched with methanol (1 mL). The solution was diluted with ether (100 mL), washed with water, saturated aqueous NaHCO3 and brine successively. The organic layer was dried and concentrated. The residue was purified by flash chrom... Reactants: COC(Cl)Cl (1,1-dichloromethyl methyl ether), ClC1=C(C=C(C=C1)OC)C (4-Chloro-3-methylanisole). Reagents/catalysts: [Ti](Cl)(Cl)(Cl)Cl (Titanium tetrachloride). The solvent is C(Cl)Cl (methylene chloride). Conditions: time 2 minute. Product: ClC=1C(=C(C=O)C(=CC1)OC)C (3-chloro-6-methoxy-2-methylbenzaldehyde). RXN SMILES: [Cl:1][C:2]1[CH:7]=[CH:6][C:5]([O:8][CH3:9])=[CH:4][C:3]=1[CH3:10].[CH3:11][O:12]C(Cl)Cl>[Ti](Cl)(Cl)(Cl)Cl.C(Cl)Cl>[Cl:1][C:2]1[C:3]([CH3:10])=[C:4]([C:5]([O:8][CH3:9])=[CH:6][CH:7]=1)[CH:11]=[O:12]. Reported procedure: 4-Chloro-3-methylanisole (15.4 g., 0.10 mole) was taken into 200 ml. of methylene chloride and cooled to 0° C. Titanium tetrachloride (37.9 g., 0.2 mole) and then 1,1-dichloromethyl methyl ether (13.8 g., 0.12 mole) were added, each over a 2 minute period. The reaction mixture was stirred at room temperature for 1 hour, poured over 500 ml. of ice and water and the organic layer separated. The aqueous layer was extracted with two portions of fresh methylene chloride and these extracts combined wi... The reactants are [OH-].[Na+] (sodium hydroxide), N1CC(C(=O)O)CCC1 (nipecotic acid), C(CCC)S(=O)(=O)Cl (butanesulfonylchloride). Conditions: time 15 hour. Yields the product C(CCC)S(=O)(=O)N1CC(CCC1)C(=O)O (1-(Butylsulfonyl)piperidine-3-carboxylic Acid). As a reaction SMILES: [OH-].[Na+].[NH:3]1[CH2:11][CH2:10][CH2:9][CH:5]([C:6]([OH:8])=[O:7])[CH2:4]1.[CH2:12]([S:16](Cl)(=[O:18])=[O:17])[CH2:13][CH2:14][CH3:15]>>[CH2:12]([S:16]([N:3]1[CH2:11][CH2:10][CH2:9][CH:5]([C:6]([OH:8])=[O:7])[CH2:4]1)(=[O:18])=[O:17])[CH2:13][CH2:14][CH3:15] |f:0.1|. Procedure: 1N-sodium hydroxide aqueous solution (4.1 mL) was added to nipecotic acid (500 mg, 3.87 mmol), and, under ice-cooling, butanesulfonylchloride (0.98 mL, 7.74 mmol) was added dropwise. The mixture was raised to room temperature, and stirred for 15 hours. The reaction mixture was then extracted with chloroform. The organic layer was collected, dried over magnesium sulfate, and concentrated under reduced pressure. The resulting residue was then purified using silica gel column chromatography to obta... Starting materials: C(C1=CC=CC=C1)C=1C=NC2=C(C=CC=C2C1C=1C=C(C=CC1)O)C(F)(F)F (3-[3-benzyl-8-(trifluoromethyl)quinolin-4-yl]phenol), alcohol, C1(=CC=CC=C1)O (phenol), C(C)OC(CC1=CC=C(C=C1)C(C)O)=O ([4-(1-Hydroxy-ethyl)-phenyl]-acetic acid ethyl ester). The product is C(C1=CC=CC=C1)C=1C=NC2=C(C=CC=C2C1C=1C=C(O[C@@H](C)C2=CC=C(C=C2)CC(=O)O)C=CC1)C(F)(F)F ([4-((1S)-1-{3-[3-BENZYL-8-(TRIFLUOROMETHYL)QUINOLIN-4-YL]PHENOXY}ETHYL)PHENYL]ACETIC ACID). As a reaction SMILES: [CH2:1]([C:8]1[CH:9]=[N:10][C:11]2[C:16]([C:17]=1[C:18]1[CH:19]=[C:20]([OH:24])[CH:21]=[CH:22][CH:23]=1)=[CH:15][CH:14]=[CH:13][C:12]=2[C:25]([F:28])([F:27])[F:26])[C:2]1[CH:7]=[CH:6][CH:5]=[CH:4][CH:3]=1.C1(O)C=CC=CC=1.C([O:38][C:39](=[O:50])[CH2:40][C:41]1[CH:46]=[CH:45][C:44]([CH:47](O)[CH3:48])=[CH:43][CH:42]=1)C>>[CH2:1]([C:8]1[CH:9]=[N:10][C:11]2[C:16]([C:17]=1[C:18]1[CH:19]=[C:20]([CH:21]=[CH:22][CH:23]=1)[O:24][C@H:47]([C:44]1[CH:45]=[CH:46][C:41]([CH2:40][C:39]([OH:50])=[O:38])=[CH:42][CH:43]=1)[CH3:48])=[CH:15][CH:14]=[CH:13][C:12]=2[C:25]([F:28])([F:26])[F:27])[C:2]1[CH:3]=[CH:4][CH:5]=[CH:6][CH:7]=1. Procedure: The title compound was prepared using the procedure of example 69 using 3-[3-benzyl-8-(trifluoromethyl)quinolin-4-yl]phenol as the phenol and [4-(1-Hydroxy-ethyl)-phenyl]-acetic acid ethyl ester as the alcohol and isolated using chiral column chromatography. MS (ESI) m/z 540. The reactants are Cl[SiH]1N(C=CN1C(C)(C)C)C(C)(C)C (2-chloro-1,3-di-tert-butyl-1,3-diaza-2-silacyclopent-4-ene), C(CC)N (propylamine). The solvent is CCCCCC (hexane). Conditions: time 3 hour. The product is C(C)(C)(C)N1[SiH](N(C=C1)C(C)(C)C)NCCC (1,3-di-tert-butyl-2-propylamino-1,3-diaza-2-silacyclopent-4-ene). Yield: 92.0%. RXN SMILES: Cl[SiH:2]1[N:6]([C:7]([CH3:10])([CH3:9])[CH3:8])[CH:5]=[CH:4][N:3]1[C:11]([CH3:14])([CH3:13])[CH3:12].[CH2:15]([NH2:18])[CH2:16][CH3:17]>CCCCCC>[C:11]([N:3]1[CH:4]=[CH:5][N:6]([C:7]([CH3:10])([CH3:9])[CH3:8])[SiH:2]1[NH:18][CH2:15][CH2:16][CH3:17])([CH3:14])([CH3:13])[CH3:12]. Procedure details: In an argon atmosphere, 5.90 g (25.4 mmol) of Si(tBuNCHCHNtBu)(H)Cl was dissolved in 40 mL of hexane and after adding 3.03 g (51.3 mmol) of propylamine, the mixture was stirred at room temperature for 3 hours. Insoluble matters produced were separated by filtration, and the solvent was removed by distillation from the filtrate under atmospheric pressure. The obtained residue was distilled under reduced pressure (distillation temperature: 92° C./3.5×102 Pa) to obtain 1,3-di-tert-butyl-2-propylami...